Dataset: the Open Reaction Database (ORD), a public repository of structured organic reaction records. Task: describe an organic reaction: reactants, conditions, products, and yield The reactants are C(C)(=O)O (acetic acid), 35.0, CN(C)C (trimethylamine), COC1=C(C=C(CCl)C=C1)[N+](=O)[O-] (4-methoxy-3-nitrobenzyl chloride). Run in O (water), O (water). Reaction conditions: temperature 50 celsius. Yields the product [Cl-].[N+](=O)([O-])C=1C=C(C[N+](C)(C)C)C=CC1OC (N-(3-nitro-4-methoxybenzyl)-N,N,N-trimethylammonium chloride). As a reaction SMILES: [CH3:1][N:2]([CH3:4])[CH3:3].[CH3:5][O:6][C:7]1[CH:14]=[CH:13][C:10]([CH2:11][Cl:12])=[CH:9][C:8]=1[N+:15]([O-:17])=[O:16].C(O)(=O)C>O>[Cl-:12].[N+:15]([C:8]1[CH:9]=[C:10]([CH:13]=[CH:14][C:7]=1[O:6][CH3:5])[CH2:11][N+:2]([CH3:4])([CH3:3])[CH3:1])([O-:17])=[O:16] |f:4.5|. Procedure details: ) To a stirred solution of 35.0 parts of trimethylamine in 105 parts of water there was added over a one and one-half hour period 100.8 parts of 4-methoxy-3-nitrobenzyl chloride. The reaction mixture was heated at approximately 50° C. for three and a half hours and was then diluted with an additional 50 parts of water. The solution was allowed to cool to about 25° C. and the pH was adjusted to 4.9 by the addition of dilute acetic acid. The solution was clarified by filtration and used directly f... The reactants are O1CCCC=C1 (dihydropyran), Cl (hydrogen chloride), OC1=CC=2N(C3=CC=CC(=C3SC2C=C1)S(N(C)C)(=O)=O)CCCCl (2-hydroxy-6-dimethylsulphamoyl-10-(3-chloropropyl)-phenothiazine), solution. The solvent is C(C)O (ethanol). Yields the product O1C(CCCC1)OC1=CC=2N(C3=CC=CC(=C3SC2C=C1)S(N(C)C)(=O)=O)CCCCl (2-Tetrahydropyranyloxy-6-dimethylsulphamoyl-10-(3-chloropropyl)phenothiazine). As a reaction SMILES: [O:1]1[CH:6]=[CH:5][CH2:4][CH2:3][CH2:2]1.[OH:7][C:8]1[CH:21]=[CH:20][C:19]2[S:18][C:17]3[C:12](=[CH:13][CH:14]=[CH:15][C:16]=3[S:22](=[O:27])(=[O:26])[N:23]([CH3:25])[CH3:24])[N:11]([CH2:28][CH2:29][CH2:30][Cl:31])[C:10]=2[CH:9]=1.Cl>C(O)C>[O:1]1[CH2:2][CH2:3][CH2:4][CH2:5][CH:6]1[O:7][C:8]1[CH:21]=[CH:20][C:19]2[S:18][C:17]3[C:12](=[CH:13][CH:14]=[CH:15][C:16]=3[S:22](=[O:26])(=[O:27])[N:23]([CH3:24])[CH3:25])[N:11]([CH2:28][CH2:29][CH2:30][Cl:31])[C:10]=2[CH:9]=1. Reported procedure: 15.7 g.) is prepared by reacting dihydropyran (102 g.) with 2-hydroxy-6-dimethylsulphamoyl-10-(3-chloropropyl)-phenothiazine (17.2 g.) in the presence of an 8N solution of hydrogen chloride in ethanol (0.1 cc.). RXN SMILES: [CH2:1]([O:9][C:10]1[CH:15]=[CH:14][C:13]([C:16]2[CH:21]=[CH:20][C:19]([C:22]([O:24][C:25]3[CH:30]=[CH:29][C:28]([CH:31]([CH3:36])[C:32]([O:34][CH3:35])=[O:33])=[CH:27][CH:26]=3)=[O:23])=[CH:18][CH:17]=2)=[CH:12][CH:11]=1)[CH2:2][CH2:3][CH2:4][CH2:5][CH2:6][CH2:7][CH3:8].[Br:37]N1C(=O)CCC1=O>C(Cl)(Cl)(Cl)Cl>[Br:37][C:31]([C:28]1[CH:29]=[CH:30][C:25]([O:24][C:22]([C:19]2[CH:20]=[CH:21][C:16]([C:13]3[CH:14]=[CH:15][C:10]([O:9][CH2:1][CH2:2][CH2:3][CH2:4][CH2:5][CH2:6][CH2:7][CH3:8])=[CH:11][CH:12]=3)=[CH:17][CH:18]=2)=[O:23])=[CH:26][CH:27]=1)([CH3:36])[C:32]([O:34][CH3:35])=[O:33]. The yield is 45.0%. The reactants are C(CCCCCCC)OC1=CC=C(C=C1)C1=CC=C(C=C1)C(=O)OC1=CC=C(C=C1)C(C(=O)OC)C (Methyl 2-(4-[4-(4-octyloxyphenyl)phenylcarbonyloxy]phenyl)propanoate), BrN1C(CCC1=O)=O (N-bromosuccinimide), azo-isobutyronitril. Reported procedure: A mixture of MOPPP (see Example 20d; 1.1 mmole) in dry CCl4 (10 ml) with N-bromosuccinimide (1.8 mmole) and a catalytic quantity of azo-isobutyronitril (5 mg) was heated for 24 hours. After cooling, the reaction mixture was purified directly by column chromatography (silica gel eluted with hexane/chloroform). MBOPP was recrystallised from hexane as fine needles (yield 45%; mp 104°-5° C.). The results of IR, 1H-NMR and mass spectroscopy and elemental analysis were consistent with the assigned str... Run in C(Cl)(Cl)(Cl)Cl (CCl4). Yields the product BrC(C(=O)OC)(C)C1=CC=C(C=C1)OC(=O)C1=CC=C(C=C1)C1=CC=C(C=C1)OCCCCCCCC (Methyl 2-bromo-2-(4-[4-(4-octyloxyphenyl)phenylcarbonyloxy]phenyl)propanoate). Starting materials: ClC1=C2C(=NC3=CC=CC=C13)N(N=C2C)C2=NC=CC=C2 (4-Chloro-3-methyl-1-(2-pyridinyl)-1H-pyrazolo[3,4-b]quinoline), C[O-].[Na+] (sodium methoxide), CO (methanol), CO (methanol). Solvent: O1CCCC1 (tetrahydrofuran). Yields the product COC1=C2C(=NC3=CC=CC=C13)N(N=C2C)C2=NC=CC=C2 (4-Methoxy-3-methyl-1-(2-pyridinyl)-1H-pyrazolo[3,4-b]quinoline). The yield is 50.0%. RXN SMILES: Cl[C:2]1[C:11]2[C:6](=[CH:7][CH:8]=[CH:9][CH:10]=2)[N:5]=[C:4]2[N:12]([C:16]3[CH:21]=[CH:20][CH:19]=[CH:18][N:17]=3)[N:13]=[C:14]([CH3:15])[C:3]=12.[CH3:22][O-:23].[Na+].CO>O1CCCC1>[CH3:22][O:23][C:2]1[C:11]2[C:6](=[CH:7][CH:8]=[CH:9][CH:10]=2)[N:5]=[C:4]2[N:12]([C:16]3[CH:21]=[CH:20][CH:19]=[CH:18][N:17]=3)[N:13]=[C:14]([CH3:15])[C:3]=12 |f:1.2|. Procedure: 4-Chloro-3-methyl-1-(2-pyridinyl)-1H-pyrazolo[3,4-b]quinoline (1.00 g, 3.39 mmol) and 28% sodium methoxide in methanol (9.69 g, 50.2 mmol) were added to a mixture of methanol (30 mL) and tetrahydrofuran (30 mL), and the solution was heated under reflux for 2.5 hours. After the solution was cooled to room temperature, the solvents were evaporated under reduced pressure. The residue was poured into water, and the organic matter was extracted with ethyl acetate. The extract was washed with saturate...